This data is from the Open Reaction Database (ORD), a public repository of structured organic reaction records. The task is: describe an organic reaction: reactants, conditions, products, and yield Reactants: [OH-].[K+] (KOH), COC1=CC(=C(C=C1)O)[N+](=O)[O-] (4-Methoxy-2-nitrophenol), II (I2). Solvent: CO (MeOH). Yields the product IC1=C(C(=CC(=C1)OC)[N+](=O)[O-])O (2-Iodo-4-methoxy-6-nitro-phenol). Yield: 57.3%. As a reaction SMILES: [CH3:1][O:2][C:3]1[CH:8]=[CH:7][C:6]([OH:9])=[C:5]([N+:10]([O-:12])=[O:11])[CH:4]=1.[OH-].[K+].[I:15]I>CO>[I:15][C:7]1[CH:8]=[C:3]([O:2][CH3:1])[CH:4]=[C:5]([N+:10]([O-:12])=[O:11])[C:6]=1[OH:9] |f:1.2|. Procedure details: A solution of 4-Methoxy-2-nitrophenol (5 g, 29.6 mmol) in MeOH (100 mL) was cooled to 0° C. and treated with KOH (1.8 g, 32.6 mmol) followed by portionwise addition of I2 (8.2 g, 32.6 mmol). The reaction was worked-up by quenching the excess I2 by adding a 10% Na2SO3 aq solution. The MeOH was stripped off and 2 N HCl aq. was added and the aqueous extracted with EtOAc. The EtOAc was washed with saturated NaHCO3, brine and dried over MgSO4. The solution was concentrated and triturated twice with M... Starting materials: C1CNCCN1, CC(C)Nc1ncnc2c(N3CCS(=O)CC3)nc(Cl)nc12. Yields the product CC(C)Nc1ncnc2c(N3CCS(=O)CC3)nc(N3CCNCC3)nc12. Reaction SMILES: [CH2:23]1[CH2:24][NH:25][CH2:26][CH2:27][NH:28]1.[Cl:1][c:2]1[n:3][c:4]([N:16]2[CH2:17][CH2:18][S:19](=[O:22])[CH2:20][CH2:21]2)[c:5]2[c:6]([n:7]1)[c:8]([NH:12][CH:13]([CH3:14])[CH3:15])[n:9][cH:10][n:11]2>>[c:2]1([N:25]2[CH2:24][CH2:23][NH:28][CH2:27][CH2:26]2)[n:3][c:4]([N:16]2[CH2:17][CH2:18][S:19](=[O:22])[CH2:20][CH2:21]2)[c:5]2[c:6]([n:7]1)[c:8]([NH:12][CH:13]([CH3:14])[CH3:15])[n:9][cH:10][n:11]2. Isolated yield 177.6%. Product: Grignard reagent, C[Si](CCl)(C)C (trimethylchloromethylsilane), C[Si](C)(C)C[SiH](C)C ((trimethylsilylmethyl)dimethylsilane). Procedure: The Grignard reagent of trimethylchloromethylsilane (TMCMS) was prepared by reaction of 12.3 g (0.1 mol) TMCMS and 2.88 g (0.12 mol) magnesium chips in THF (50 mL). The Grignard reagent was then added dropwise into 9.46 g (0.1 mol) dimethylchlorosilane (DMCS), which dissolved in THF (50 mL). The mixture was stirred at room temperature overnight and quenched with 20 mL HCl-acidified water, and then extracted with diethylether (100 mL). The organic layer washed with distilled water three times and... Conditions: time 8 hour. The reactants are Grignard reagent, C[SiH](Cl)C (dimethylchlorosilane), C[Si](CCl)(C)C (TMCMS), [Mg] (magnesium). The solvent is C1CCOC1 (THF), C1CCOC1 (THF). RXN SMILES: [CH3:1][Si:2]([CH3:6])([CH3:5])[CH2:3][Cl:4].[Mg].[CH3:8][SiH:9]([CH3:11])Cl>C1COCC1>[CH3:1][Si:2]([CH3:6])([CH3:5])[CH2:3][Cl:4].[CH3:1][Si:2]([CH2:3][SiH:9]([CH3:11])[CH3:8])([CH3:6])[CH3:5]. The reactants are CO (methanol), O (water), resultant solution, N1(CCC1)C(=O)C1=CC=C(OC=2C=C(C(=O)OC)C=C(C2)O[C@@H]2C(N(CC2)C)=O)C=C1 (Methyl 3-[4-(azetidine-1-carbonyl)phenoxy]-5-[(3S)-1-methyl-2-oxo-pyrrolidin-3-yl]oxy-benzoate), N1(CCC1)C(=O)C1=CC=C(OC=2C=C(C(=O)OC)C=C(C2)O[C@@H]2C(N(CC2)C)=O)C=C1 (Methyl 3-[4-(azetidine-1-carbonyl)phenoxy]-5-[(3S)-1-methyl-2-oxo-pyrrolidin-3-yl]oxy-benzoate). The solvent is [OH-].[Li+] (lithium hydroxide), C1CCOC1 (THF). Product: N1(CCC1)C(=O)C1=CC=C(OC=2C=C(C(=O)O)C=C(C2)O[C@@H]2C(N(CC2)C)=O)C=C1 (3-[4-(Azetidine-1-carbonyl)phenoxy]-5-[(3S)-1-methyl-2-oxo-pyrrolidin-3-yl]oxy-benzoic acid). The yield is 99.5%. As a reaction SMILES: [N:1]1([C:5]([C:7]2[CH:31]=[CH:30][C:10]([O:11][C:12]3[CH:13]=[C:14]([CH:19]=[C:20]([O:22][C@H:23]4[CH2:27][CH2:26][N:25]([CH3:28])[C:24]4=[O:29])[CH:21]=3)[C:15]([O:17]C)=[O:16])=[CH:9][CH:8]=2)=[O:6])[CH2:4][CH2:3][CH2:2]1.CO.O>C1COCC1.[OH-].[Li+]>[N:1]1([C:5]([C:7]2[CH:8]=[CH:9][C:10]([O:11][C:12]3[CH:13]=[C:14]([CH:19]=[C:20]([O:22][C@H:23]4[CH2:27][CH2:26][N:25]([CH3:28])[C:24]4=[O:29])[CH:21]=3)[C:15]([OH:17])=[O:16])=[CH:30][CH:31]=2)=[O:6])[CH2:4][CH2:3][CH2:2]1 |f:4.5|. Reported procedure: Methyl 3-[4-(azetidine-1-carbonyl)phenoxy]-5-[(3S)-1-methyl-2-oxo-pyrrolidin-3-yl]oxy-benzoate (Intermediate 16) (309 mg, 0.73 mmol) was dissolved in THF (6 mL) and methanol (2 mL) and IN lithium hydroxide (0.88 mL) was added followed by water (8 mL). The resultant solution was stirred for 1 hr at room temperature. The majority of the organic solvent was removed by distillation under reduced pressure. The remaining aqueous solution was filtered and acidified with 2N hydrochloric acid and extract... Starting materials: COC1=C(C=C(C=C1)S(=O)(=O)C)CN[C@@H]1[C@@H](N2CCC1CC2)C(C2=CC=CC=C2)C2=CC=CC=C2 ((2S,3S)-N-(2-methoxy-5-methylsulfonylphenyl)methyl-2-diphenylmethyl-1-azabicyclo[2.2.2]octan-3-amine), CS(=O)(=O)O (methanesulfonic acid). Run in CC(=O)C (acetone). Yields the product S(C)(=O)(=O)O.COC1=C(C=C(C=C1)S(=O)(=O)C)CN[C@@H]1[C@@H](N2CCC1CC2)C(C2=CC=CC=C2)C2=CC=CC=C2 ((2S,3S)-N-(2-Methoxy-5-methylsulfonylphenyl)methyl-2-diphenylmethyl-1-azabicyclo[2.2.2]octan-3-amine Mesylate). Yield: 90.6%. As a reaction SMILES: [CH3:1][O:2][C:3]1[CH:8]=[CH:7][C:6]([S:9]([CH3:12])(=[O:11])=[O:10])=[CH:5][C:4]=1[CH2:13][NH:14][C@H:15]1[CH:20]2[CH2:21][CH2:22][N:17]([CH2:18][CH2:19]2)[C@H:16]1[CH:23]([C:30]1[CH:35]=[CH:34][CH:33]=[CH:32][CH:31]=1)[C:24]1[CH:29]=[CH:28][CH:27]=[CH:26][CH:25]=1.[CH3:36][S:37]([OH:40])(=[O:39])=[O:38]>CC(C)=O>[S:37]([OH:40])(=[O:39])(=[O:38])[CH3:36].[CH3:1][O:2][C:3]1[CH:8]=[CH:7][C:6]([S:9]([CH3:12])(=[O:11])=[O:10])=[CH:5][C:4]=1[CH2:13][NH:14][C@H:15]1[CH:20]2[CH2:19][CH2:18][N:17]([CH2:22][CH2:21]2)[C@H:16]1[CH:23]([C:30]1[CH:35]=[CH:34][CH:33]=[CH:32][CH:31]=1)[C:24]1[CH:25]=[CH:26][CH:27]=[CH:28][CH:29]=1 |f:3.4|. Reported procedure: To a solution of (2S,3S)-N-(2-methoxy-5-methylsulfonylphenyl)methyl-2-diphenylmethyl-1-azabicyclo[2.2.2]octan-3-amine (400 mg, 0.82 mmol) in acetone (10 mL) was added methanesulfonic acid (0.41 mmol, 39.2 mg). The precipitated white solid was filtered off to give the title compound (218 mg, 30.3%, 1st crop). As a reaction SMILES: [CH3:1][O:2][C:3]1[CH:8]=[CH:7][C:6]([CH2:9][CH2:10][NH:11][C:12]([CH:15]([OH:28])[C:16]2[CH:21]=[CH:20][C:19]([OH:22])=[C:18]([CH2:23][S:24]([CH3:27])(=[O:26])=[O:25])[CH:17]=2)([CH3:14])[CH3:13])=[CH:5][CH:4]=1.[ClH:29]>>[ClH:29].[CH3:1][O:2][C:3]1[CH:4]=[CH:5][C:6]([CH2:9][CH2:10][NH:11][C:12]([CH:15]([OH:28])[C:16]2[CH:21]=[CH:20][C:19]([OH:22])=[C:18]([CH2:23][S:24]([CH3:27])(=[O:25])=[O:26])[CH:17]=2)([CH3:14])[CH3:13])=[CH:7][CH:8]=1 |f:2.3|. The solvent is methanol-ether. Reactants: COC1=CC=C(C=C1)CCNC(C)(C)C(C1=CC(=C(C=C1)O)CS(=O)(=O)C)O (α-[2-(4-methoxyphenyl)-1,1-dimethylethylaminomethyl]-4-hydroxy-3-(methylsulfonylmethyl)-benzyl alcohol), Cl (hydrogen chloride). Procedure: The alcohol is treated with hydrogen chloride in methanol-ether giving α-[2-(4-methoxyphenyl)-1,1-dimethylethylaminomethyl]-4-hydroxy-3-(methylsulfonylmethyl)benzyl alcohol hydrochloride as colorless crystals having a melting point of 180°-182°C. The product is Cl.COC1=CC=C(C=C1)CCNC(C)(C)C(C1=CC(=C(C=C1)O)CS(=O)(=O)C)O (α-[2-(4-methoxyphenyl)-1,1-dimethylethylaminomethyl]-4-hydroxy-3-(methylsulfonylmethyl)benzyl alcohol hydrochloride). The reactants are CN1CCN(C(=O)Cc2cccc(Br)c2)CC1, COc1ccc(CN(Cc2ccc(OC)cc2)c2ncc(-c3nc(N4CCOCC4)nc4c3CCN4)cn2)cc1, COc1ccc(CN(Cc2ccc(OC)cc2)c2ncc(-c3nc(N4CCOCC4)nc4c3CCN4c3cccc(CC(=O)N4CCN(C)CC4)c3)cn2)cc1. The product is CN1CCN(C(=O)Cc2cccc(N3CCc4c(-c5cnc(N)nc5)nc(N5CCOCC5)nc43)c2)CC1. As a reaction SMILES: [Br:41][c:42]1[cH:43][c:44]([CH2:45][C:46]([N:47]2[CH2:48][CH2:49][N:50]([CH3:51])[CH2:52][CH2:53]2)=[O:54])[cH:55][cH:56][cH:57]1.[CH3:1][O:2][c:3]1[cH:4][cH:5][c:6]([CH2:7][N:8]([CH2:9][c:10]2[cH:11][cH:12][c:13]([O:14][CH3:15])[cH:16][cH:17]2)[c:18]2[n:19][cH:20][c:21](-[c:22]3[c:23]4[c:27]([n:28][c:29]([N:30]5[CH2:31][CH2:32][O:33][CH2:34][CH2:35]5)[n:36]3)[NH:26][CH2:25][CH2:24]4)[cH:37][n:38]2)[cH:39][cH:40]1.[CH3:58][O:59][c:60]1[cH:61][cH:62][c:63]([CH2:64][N:65]([c:66]2[n:67][cH:68][c:69](-[c:72]3[c:73]4[c:74]([n:75][c:76]([N:78]5[CH2:79][CH2:80][O:81][CH2:82][CH2:83]5)[n:77]3)[N:84]([c:87]3[cH:88][c:89]([CH2:93][C:94](=[O:95])[N:96]5[CH2:97][CH2:98][N:99]([CH3:102])[CH2:100][CH2:101]5)[cH:90][cH:91][cH:92]3)[CH2:85][CH2:86]4)[cH:70][n:71]2)[CH2:103][c:104]2[cH:105][cH:106][c:107]([O:108][CH3:109])[cH:110][cH:111]2)[cH:112][cH:113]1>>[NH2:65][c:66]1[n:67][cH:68][c:69](-[c:72]2[c:73]3[c:74]([n:75][c:76]([N:78]4[CH2:79][CH2:80][O:81][CH2:82][CH2:83]4)[n:77]2)[N:84]([c:87]2[cH:88][c:89]([CH2:93][C:94](=[O:95])[N:96]4[CH2:97][CH2:98][N:99]([CH3:102])[CH2:100][CH2:101]4)[cH:90][cH:91][cH:92]2)[CH2:85][CH2:86]3)[cH:70][n:71]1. Starting materials: FC1=C(C=CC(=C1)F)C(CN1N=CN=C1)(C(C)(C)SC(CO)CO)O ((RS)-2-(2,4-difluorophenyl)-3-[(1,3-dihydroxy-2-propyl)thio]-3-methyl-1-(1H-1,2,4-triazol-1-yl)-2-butanol), FC(C1=CC=C(C=C1)/C=C/C=C/C=O)(F)F ((2E,4E)-5-[4-(trifluoromethyl)phenyl]-2,4-pentadienal). Yields the product FC1=C(C=CC(=C1)F)C(CN1N=CN=C1)(C(C)(S[C@H]1CO[C@@H](OC1)\C=C\C=C\C1=CC=C(C=C1)C(F)(F)F)C)O ((RS)-2-(2,4-Difluorophenyl)-3-methyl-1-(1H-1,2,4-triazol-1-yl)-3-[[trans-2-[(1E,3E)-4-[4-(trifluoromethyl)phenyl]-1,3-butadien-1-yl]-1,3-dioxan-5-yl]thio]-2-butanol). As a reaction SMILES: [F:1][C:2]1[CH:7]=[C:6]([F:8])[CH:5]=[CH:4][C:3]=1[C:9]([OH:25])([C:16]([S:19][CH:20]([CH2:23][OH:24])[CH2:21][OH:22])([CH3:18])[CH3:17])[CH2:10][N:11]1[CH:15]=[N:14][CH:13]=[N:12]1.[F:26][C:27]([F:41])([F:40])[C:28]1[CH:33]=[CH:32][C:31](/[CH:34]=[CH:35]/[CH:36]=[CH:37]/[CH:38]=O)=[CH:30][CH:29]=1>>[F:1][C:2]1[CH:7]=[C:6]([F:8])[CH:5]=[CH:4][C:3]=1[C:9]([OH:25])([C:16]([CH3:18])([S:19][C@@H:20]1[CH2:23][O:24][C@@H:38](/[CH:37]=[CH:36]/[CH:35]=[CH:34]/[C:31]2[CH:30]=[CH:29][C:28]([C:27]([F:26])([F:40])[F:41])=[CH:33][CH:32]=2)[O:22][CH2:21]1)[CH3:17])[CH2:10][N:11]1[CH:15]=[N:14][CH:13]=[N:12]1. Procedure: Reaction was carried out in the same manner as in Example 4 using (RS)-2-(2,4-difluorophenyl)-3-[(1,3-dihydroxy-2-propyl)thio]-3-methyl-1-(1H-1,2,4-triazol-1-yl)-2-butanol and (2E,4E)-5-[4-(trifluoromethyl)phenyl]-2,4-pentadienal as described in Reference example 25 to obtain the title compound, a major product as a colorless foam. The product is COc1cc(C(=O)C#CC(=O)O)ccc1OCC(=O)Nc1nc2ccccc2s1. Reaction SMILES: [CH2:41]([Cl:42])[Cl:43].[CH3:1][O:2][c:3]1[c:4]([O:5][CH2:6][C:7](=[O:8])[NH:9][c:10]2[s:11][c:12]3[c:13]([n:14]2)[cH:15][cH:16][cH:17][cH:18]3)[cH:19][cH:20][c:21]([C:23]([C:24]#[C:25][C:26](=[O:27])[O:28][C:29]([CH3:30])([CH3:31])[CH3:32])=[O:33])[cH:22]1.[OH:34][C:35]([C:36]([F:37])([F:38])[F:39])=[O:40]>>[CH3:1][O:2][c:3]1[c:4]([O:5][CH2:6][C:7](=[O:8])[NH:9][c:10]2[s:11][c:12]3[c:13]([n:14]2)[cH:15][cH:16][cH:17][cH:18]3)[cH:19][cH:20][c:21]([C:23]([C:24]#[C:25][C:26](=[O:27])[OH:28])=[O:33])[cH:22]1. Reactants: ClCCl, COc1cc(C(=O)C#CC(=O)OC(C)(C)C)ccc1OCC(=O)Nc1nc2ccccc2s1, O=C(O)C(F)(F)F. Starting materials: B.CSC (Borane dimethyl sulphide), O1C(COC2=C1C=CC=C2)CN2CCC(CC2)C(=O)NC2=C(C=CC=C2)OC (1-(1,4-benzodioxan-2-ylmethyl)-N-(2-methoxyphenyl)piperidine-4-carboxamide). Solvent: O1CCCC1 (tetrahydrofuran). Reaction conditions: temperature 95 celsius. The product is O1C(COC2=C1C=CC=C2)CN2CCC(CC2)C(N)C2=C(C=CC=C2)OC (1-[1-(1,4-benzodioxan-2-ylmethyl)piperid-4-yl]-N-(2-methoxyphenyl) methylamine). The yield is 189.8%. RXN SMILES: B.CSC.[O:5]1[C:10]2[CH:11]=[CH:12][CH:13]=[CH:14][C:9]=2[O:8][CH2:7][CH:6]1[CH2:15][N:16]1[CH2:21][CH2:20][CH:19]([C:22]([NH:24]C2C=CC=CC=2OC)=O)[CH2:18][CH2:17]1>O1CCCC1>[O:5]1[C:10]2[CH:11]=[CH:12][CH:13]=[CH:14][C:9]=2[O:8][CH2:7][CH:6]1[CH2:15][N:16]1[CH2:17][CH2:18][CH:19]([CH:22]([C:9]2[CH:14]=[CH:13][CH:12]=[CH:11][C:10]=2[O:5][CH3:6])[NH2:24])[CH2:20][CH2:21]1 |f:0.1|. Reported procedure: Borane-dimethyl sulphide complex (1M solution in dimethyl sulphide; 0.5 ml) was added dropwise under nitrogen to a solution of 1-(1,4-benzodioxan-2-ylmethyl)-N-(2-methoxyphenyl)piperidine-4-carboxamide (0.35 g) in dry tetrahydrofuran (25 ml) and then the mixture was heated under reflux for 2 hours. The reaction was cooled and the solvents removed in vacuo. The residue was diluted cautiously with dilute hydrochloric acid (1M; 70 ml) and heated at 95° C. for 1.5 hours. The aqueous mixture was cool...